This data is from the Open Reaction Database (ORD), a public repository of structured organic reaction records. The task is: describe an organic reaction: reactants, conditions, products, and yield Reactants: N([C@@H](CCCCNC(=O)OCC1=CC=CC=C1)C(=O)O)C(=O)OC(C)(C)C (Boc-Lys(Z)-OH), N[C@@H](CCCCNC(=O)OCC1=CC=CC=C1)C(=O)N1[C@H](C(=O)OC)CCC1.FC(F)(F)C(=O)O (H-Lys(Z)-Pro-OMe trifluoroacetate). Run in N([C@@H](CCC(OCC1=CC=CC=C1)=O)C(=O)O)C(=O)OC(C)(C)C (Boc-Glu(Bzl)-OH). The product is N[C@@H](CCC(OCC1=CC=CC=C1)=O)C(=O)N1[C@H](C(=O)OC)CCC1.FC(F)(F)C(=O)O (H-Glu(Bzl)-Pro-OMe trifluoroacetate). RXN SMILES: N(C(OC(C)(C)C)=O)[C@H](C(O)=O)CCCCN[C:8]([O:10][CH2:11][C:12]1[CH:17]=[CH:16][CH:15]=[CH:14][CH:13]=1)=[O:9].[NH2:28][C@H:29]([C:45]([N:47]1[CH2:55][CH2:54][CH2:53][C@H:48]1[C:49]([O:51][CH3:52])=[O:50])=[O:46])[CH2:30][CH2:31]CCNC(OCC1C=CC=CC=1)=O.[F:56][C:57]([C:60]([OH:62])=[O:61])([F:59])[F:58]>N(C(OC(C)(C)C)=O)[C@H](C(O)=O)CCC(=O)OCC1C=CC=CC=1>[NH2:28][C@H:29]([C:45]([N:47]1[CH2:55][CH2:54][CH2:53][C@H:48]1[C:49]([O:51][CH3:52])=[O:50])=[O:46])[CH2:30][CH2:31][C:8](=[O:9])[O:10][CH2:11][C:12]1[CH:13]=[CH:14][CH:15]=[CH:16][CH:17]=1.[F:56][C:57]([C:60]([OH:62])=[O:61])([F:59])[F:58] |f:1.2,4.5|. Procedure details: Instead of Boc-Lys(Z)-OH in (b), Boc-Glu(Bzl)-OH was used as a starting compound to obtain H-Glu(Bzl)-Pro-OMe trifluoroacetate (oil). Starting materials: CCCCCC, CCO, Cc1ccccc1Cc1ccc(Cl)nn1, [H][H], [NH4+], [OH-]. The product is Cc1ccccc1Cc1cccnn1. Reaction SMILES: [CH3:20][CH2:21][CH2:22][CH2:23][CH2:24][CH3:25].[CH3:26][CH2:27][OH:28].[Cl:1][c:2]1[n:3][n:4][c:5]([CH2:8][c:9]2[c:10]([CH3:15])[cH:11][cH:12][cH:13][cH:14]2)[cH:6][cH:7]1.[H:18][H:19].[NH4+:16].[OH-:17]>>[cH:2]1[n:3][n:4][c:5]([CH2:8][c:9]2[c:10]([CH3:15])[cH:11][cH:12][cH:13][cH:14]2)[cH:6][cH:7]1. Starting materials: C([O-])([O-])=O.[K+].[K+] (potassium carbonate), C(C)(C)(C)OC(=O)N1CCC(CC1)NC (4-methylamino-piperidine-1-carboxylic acid tert-butyl ester), CS(=O)(=O)CCCOS(=O)(=O)C1=CC=C(C=C1)C (toluene-4-sulfonic acid 3-methanesulfonyl-propyl ester). The solvent is CC#N (MeCN). Product: C(C)(C)(C)OC(=O)N1CCC(CC1)N(C)CCCS(=O)(=O)C (4-[(3-methanesulfonyl-propyl)-methyl-amino]-piperidine-1-carboxylic acid tert-butyl ester). Reaction SMILES: [C:1]([O:5][C:6]([N:8]1[CH2:13][CH2:12][CH:11]([NH:14][CH3:15])[CH2:10][CH2:9]1)=[O:7])([CH3:4])([CH3:3])[CH3:2].[CH3:16][S:17]([CH2:20][CH2:21][CH2:22]OS(C1C=CC(C)=CC=1)(=O)=O)(=[O:19])=[O:18].C(=O)([O-])[O-].[K+].[K+]>CC#N>[C:1]([O:5][C:6]([N:8]1[CH2:9][CH2:10][CH:11]([N:14]([CH2:22][CH2:21][CH2:20][S:17]([CH3:16])(=[O:19])=[O:18])[CH3:15])[CH2:12][CH2:13]1)=[O:7])([CH3:4])([CH3:3])[CH3:2] |f:2.3.4|. Procedure: Amine preparation: Toluene-4-sulfonic acid 3-methylsulfanyl-propyl ester was prepared from 3-(methylthio)-1-propanol using standard conditions. Treatment with mCPBA in DCM yielded toluene-4-sulfonic acid 3-methanesulfonyl-propyl ester. A mixture of 4-methylamino-piperidine-1-carboxylic acid tert-butyl ester and toluene-4-sulfonic acid 3-methanesulfonyl-propyl ester was heated in MeCN in the prescence of potassium carbonate to yield 4-[(3-methanesulfonyl-propyl)-methyl-amino]-piperidine-1-carboxy... The reactants are step-ii, FC=1C=C(CN2N=C(C(=C2C)B2OC(C(O2)(C)C)(C)C)C)C=C(C1)F (1-(3,5-difluorobenzyl)-3,5-dimethyl-4-(4,4,5,5-tetramethyl-1,3,2-dioxaborolan-2-yl)-1H-pyrazole), FC=1C=C(CN2N=C(C(=C2C)B2OC(C(O2)(C)C)(C)C)C)C=C(C1)F (1-(3,5-difluorobenzyl)-3,5-dimethyl-4-(4,4,5,5-tetramethyl-1,3,2-dioxaborolan-2-yl)-1H-pyrazole), C(C)(C)(C)OC(=O)N(S(=O)(=O)C)C=1C=C(C=CC1OC)C=1C=C2C(=NC1C1CC1)N(C=C2I)C(=O)OC(C)(C)C (tert-butyl 5-(3-(N-(tert-butoxycarbonyl)methylsulfonamido)-4-methoxyphenyl)-6-cyclopropyl-3-iodo-1H-pyrrolo[2,3-b]pyridine-1-carboxylate), C(C)(C)(C)OC(=O)N(S(=O)(=O)C)C=1C=C(C=CC1OC)C=1C=C2C(=NC1C1CC1)N(C=C2I)C(=O)OC(C)(C)C (tert-butyl 5-(3-(N-(tert-butoxycarbonyl)methylsulfonamido)-4-methoxyphenyl)-6-cyclopropyl-3-iodo-1H-pyrrolo[2,3-b]pyridine-1-carboxylate), C([O-])([O-])=O.[Na+].[Na+] (sodium carbonate). The reagents and catalysts are Cl[Pd]([P](C1=CC=CC=C1)(C2=CC=CC=C2)C3=CC=CC=C3)([P](C4=CC=CC=C4)(C5=CC=CC=C5)C6=CC=CC=C6)Cl (Pd(PPh3)2Cl2). The solvent is COCCOC.O (1,2-dimethoxyethane water). Product: C(C)(C)(C)OC(=O)N(S(=O)(=O)C)C=1C=C(C=CC1OC)C=1C=C2C(=NC1C1CC1)N(C=C2C=2C(=NN(C2C)CC2=CC(=CC(=C2)F)F)C)C(=O)OC(C)(C)C (tert-butyl 5-(3-(N-(tert-butoxycarbonyl)methylsulfonamido)-4-methoxyphenyl)-6-cyclopropyl-3-(1-(3,5-difluorobenzyl)-3,5-dimethyl-1H-pyrazol-4-yl)-1H-pyrrolo[2,3-b]pyridine-1-carboxylate). Isolated yield 42.9%. As a reaction SMILES: [C:1]([O:5][C:6]([N:8]([C:13]1[CH:14]=[C:15]([C:21]2[CH:22]=[C:23]3[C:32](I)=[CH:31][N:30]([C:34]([O:36][C:37]([CH3:40])([CH3:39])[CH3:38])=[O:35])[C:24]3=[N:25][C:26]=2[CH:27]2[CH2:29][CH2:28]2)[CH:16]=[CH:17][C:18]=1[O:19][CH3:20])[S:9]([CH3:12])(=[O:11])=[O:10])=[O:7])([CH3:4])([CH3:3])[CH3:2].[F:41][C:42]1[CH:43]=[C:44]([CH:62]=[C:63]([F:65])[CH:64]=1)[CH2:45][N:46]1[C:50]([CH3:51])=[C:49](B2OC(C)(C)C(C)(C)O2)[C:48]([CH3:61])=[N:47]1.C(=O)([O-])[O-].[Na+].[Na+]>Cl[Pd](Cl)([P](C1C=CC=CC=1)(C1C=CC=CC=1)C1C=CC=CC=1)[P](C1C=CC=CC=1)(C1C=CC=CC=1)C1C=CC=CC=1.COCCOC.O>[C:1]([O:5][C:6]([N:8]([C:13]1[CH:14]=[C:15]([C:21]2[CH:22]=[C:23]3[C:32]([C:49]4[C:48]([CH3:61])=[N:47][N:46]([CH2:45][C:44]5[CH:62]=[C:63]([F:65])[CH:64]=[C:42]([F:41])[CH:43]=5)[C:50]=4[CH3:51])=[CH:31][N:30]([C:34]([O:36][C:37]([CH3:40])([CH3:39])[CH3:38])=[O:35])[C:24]3=[N:25][C:26]=2[CH:27]2[CH2:29][CH2:28]2)[CH:16]=[CH:17][C:18]=1[O:19][CH3:20])[S:9]([CH3:12])(=[O:11])=[O:10])=[O:7])([CH3:4])([CH3:3])[CH3:2] |f:2.3.4,6.7,^1:74,93|. Reported procedure: Using similar reaction conditions as described in step-ii of example-1, tert-butyl 5-(3-(N-(tert-butoxycarbonyl)methylsulfonamido)-4-methoxyphenyl)-6-cyclopropyl-3-iodo-1H-pyrrolo[2,3-b]pyridine-1-carboxylate (intermediate 33) (150 mg, 0.21 mmol) was coupled with 1-(3,5-difluorobenzyl)-3,5-dimethyl-4-(4,4,5,5-tetramethyl-1,3,2-dioxaborolan-2-yl)-1H-pyrazole (intermediate 24) (91.69 mg, 0.24 mmol) in sodium carbonate (66.77 mg, 0.483 mmol), Pd(PPh3)2Cl2 (7.36 mg, 0.01 mmol), 1,2-dimethoxyethane/w... The yield is 25.0%. Reaction SMILES: C(N(C(C)C)CC)(C)C.[C:10]([C:14]1[CH:19]=[CH:18][C:17]([NH:20][C:21]2[C:22]3[CH2:32][CH2:31][NH:30][CH2:29][C:23]=3[N:24]=[C:25]([S:27][CH3:28])[N:26]=2)=[CH:16][CH:15]=1)([CH3:13])([CH3:12])[CH3:11].Cl[C:34]1[C:39]([Cl:40])=[CH:38][CH:37]=[CH:36][N:35]=1>O1CCOCC1.C(N(CC)C(=O)C)C>[C:10]([C:14]1[CH:19]=[CH:18][C:17]([NH:20][C:21]2[C:22]3[CH2:32][CH2:31][N:30]([C:34]4[C:39]([Cl:40])=[CH:38][CH:37]=[CH:36][N:35]=4)[CH2:29][C:23]=3[N:24]=[C:25]([S:27][CH3:28])[N:26]=2)=[CH:16][CH:15]=1)([CH3:13])([CH3:11])[CH3:12]. Solvent: O1CCOCC1 (dioxane), C(C)N(C(C)=O)CC (N,N-diethylacetamide). The product is C(C)(C)(C)C1=CC=C(C=C1)NC=1C2=C(N=C(N1)SC)CN(CC2)C2=NC=CC=C2Cl (N-(4-tert-Butylphenyl)-7-(3-chloropyridin-2-yl)-5,6,7,8-tetrahydro-2-(methylthio)pyrido[3,4-d]pyrimidin-4-amine). Reported procedure: The solution of diisopropylethylamine (235 mg, 1.82 mmol), N-(4-tert-butylphenyl)-5,6,7,8-tetrahydro-2-(methylthio)pyrido[3,4-d]pyrimidin-4-amine (300 mg, 0.91 mmol) and 2,3-dichloropyridine (270 mg, 1.82 mmol) in dioxane (5 mL) and N,N-diethylacetamide (0.5 mL) was irradiated in microwave at 180° C. for 10 hr. Solvent was removed in vacuo and residue was dissolved in ethyl acetate, washed with water and brine and dried over sodium sulfate and purified by column chromatography, product was obtai... Reactants: C(C)(C)N(CC)C(C)C (diisopropylethylamine), C(C)(C)(C)C1=CC=C(C=C1)NC=1C2=C(N=C(N1)SC)CNCC2 (N-(4-tert-butylphenyl)-5,6,7,8-tetrahydro-2-(methylthio)pyrido[3,4-d]pyrimidin-4-amine), ClC1=NC=CC=C1Cl (2,3-dichloropyridine). The reactants are COC1=C(C(C2=CC=CC=C2)(C2=CC=CC=C2)OC[C@@H]2C[C@H]([C@@H](O2)N2C=NC=3C(NC(=O)OCCC4=CC=C(C=C4)[N+](=O)[O-])=NC=NC23)OC(CCCCCNC(CCCCCCCCCCCCC)=O)=O)C=CC=C1 (3′-Deoxy-5′-O-(monomethoxytrityl)-N6-[2-(4-nitrophenyl)ethoxycarbonyl]-2′-O-[6-(tetradecanoylamino)hexanoyl]adenosine), CC=1C=CC(=CC1)S(=O)(=O)O.O (TsOH.H2O). Run in C(Cl)Cl.CO (CH2Cl2 MeOH), C(Cl)Cl (CH2Cl2). Yields the product [N+](=O)([O-])C1=CC=C(C=C1)CCOC(=O)NC=1C=2N=CN([C@H]3[C@H](OC(CCCCCNC(CCCCCCCCCCCCC)=O)=O)C[C@@H](CO)O3)C2N=CN1 (3′-Deoxy-N6-[2-(4-nitrophenyl)ethoxycarbonyl]-2 ′-O-[6-(tetradecanoylamino)hexanoyl]adenosine). The yield is 88.3%. As a reaction SMILES: COC1C=CC=CC=1C([O:18][CH2:19][C@H:20]1[O:24][C@@H:23]([N:25]2[C:48]3[N:47]=[CH:46][N:45]=[C:29]([NH:30][C:31]([O:33][CH2:34][CH2:35][C:36]4[CH:41]=[CH:40][C:39]([N+:42]([O-:44])=[O:43])=[CH:38][CH:37]=4)=[O:32])[C:28]=3[N:27]=[CH:26]2)[C@H:22]([O:49][C:50](=[O:72])[CH2:51][CH2:52][CH2:53][CH2:54][CH2:55][NH:56][C:57](=[O:71])[CH2:58][CH2:59][CH2:60][CH2:61][CH2:62][CH2:63][CH2:64][CH2:65][CH2:66][CH2:67][CH2:68][CH2:69][CH3:70])[CH2:21]1)(C1C=CC=CC=1)C1C=CC=CC=1.CC1C=CC(S(O)(=O)=O)=CC=1.O>C(Cl)Cl.CO.C(Cl)Cl>[N+:42]([C:39]1[CH:40]=[CH:41][C:36]([CH2:35][CH2:34][O:33][C:31]([NH:30][C:29]2[C:28]3[N:27]=[CH:26][N:25]([C:48]=3[N:47]=[CH:46][N:45]=2)[C@@H:23]2[O:24][C@H:20]([CH2:19][OH:18])[CH2:21][C@H:22]2[O:49][C:50](=[O:72])[CH2:51][CH2:52][CH2:53][CH2:54][CH2:55][NH:56][C:57](=[O:71])[CH2:58][CH2:59][CH2:60][CH2:61][CH2:62][CH2:63][CH2:64][CH2:65][CH2:66][CH2:67][CH2:68][CH2:69][CH3:70])=[O:32])=[CH:37][CH:38]=1)([O-:44])=[O:43] |f:1.2,3.4|. Procedure details: Compound 8 (330 mg, 0.317 mmol) was stirred at r.t. in CH2Cl2/MeOH 4:1 (6 ml) containing 2% of TsOH.H2O for 15 min. Then the mixture was diluted with CH2Cl2 (70 ml) and washed with sat. NaHCO3 soln. (2×40 ml), the aq. phase reextracted with CH2Cl2, the combined org. layer dried (MgSO4) and evaporated, and the residue purified by FC (silica gel, 12×2 cm, CHCl3, CHCl3+5% MeOH). The obtained oily substance was treated with small amounts of Et2O/MeCN 2:1 to give 215 mg (88%) of 10. Amorphous solid. ...